From a dataset of the Open Reaction Database (ORD), a public repository of structured organic reaction records. describe an organic reaction: reactants, conditions, products, and yield Starting materials: (+)-(2R,cis)-2-(2,4-difluorophenyl)-2-(1H-1,2,4-triazol-1-yl-methyl)-1,3-dioxolane-4-methanol 4-methylbenzenesulfonate(ester) 4-methyl-benzenesulfonate, intermediate ( 10 ), OC1=CC=C(C=C1)N1CCN(CC1)C1=CC=C(C=C1)N1C(N(N=C1)[C@H](CC)C)=O ((+)-(S)-2,4-dihydro-4-[4-[4-(4-hydroxyphenyl)-1-piperazinyl]phenyl]-2-(1-methylpropyl)-3H-1,2,4-triazol-3-one), OC1=CC=C(C=C1)N1CCN(CC1)C1=CC=C(C=C1)N1C(N(N=C1)[C@H](CC)C)=O ((+)-(S)-2,4-dihydro-4-[4-[4-(4-hydroxyphenyl)-1-piperazinyl]phenyl]-2-(1-methylpropyl)-3H-1,2,4-triazol-3-one), [OH-].[Na+] (sodium hydroxide), CN(C=O)C (N,N-dimethylformamide). Run in O (water). Conditions: temperature 50 celsius, time 8 hour. Yields the product CC(CC)N1N=CNC1=O (2,4-dihydro-2-(1-methylpropyl)-3H-1,2,4-triazol-3-one). RXN SMILES: OC1C=CC(N2CCN(C3C=CC([N:20]4[CH:24]=[N:23][N:22]([C@@H:25]([CH3:28])[CH2:26][CH3:27])[C:21]4=[O:29])=CC=3)CC2)=CC=1.[OH-].[Na+].CN(C)C=O>O>[CH3:28][CH:25]([N:22]1[C:21](=[O:29])[NH:20][CH:24]=[N:23]1)[CH2:26][CH3:27] |f:1.2|. Reported procedure: A mixture of 6.7 g of (+)-(2R,cis)-2-(2,4-difluorophenyl)-2-(1H-1,2,4-triazol-1-yl-methyl)-1,3-dioxolane-4-methanol 4-methylbenzenesulfonate(ester) 4-methyl-benzenesulfonate(salt 1:1) (intermediate (10)), 3.9 g of (+)-(S)-2,4-dihydro-4-[4-[4-(4-hydroxyphenyl)-1-piperazinyl]phenyl]-2-(1-methylpropyl)-3H-1,2,4-triazol-3-one (intermediate (7)), 1.5 g of sodium hydroxide flakes and 100 ml of N,N-dimethylformamide was stirred overnight at 50° C. under a nitrogen atmosphere. After cooling, water was a... The reactants are OCC=1N(C2=NC(=CC(=C2N1)C)C)C (2-hydroxymethyl3,5,7-trimethylimidazo[5,4-b]pyridine), N(=NC(=O)N1CCCCC1)C(=O)N1CCCCC1 (1,1'-(azodicarbonyl)dipiperidine), OC1=CC=C(CC2C(N(C(S2)=O)C(C2=CC=CC=C2)(C2=CC=CC=C2)C2=CC=CC=C2)=O)C=C1 (5-(4-hydroxybenzyl)-3-triphenylmethylthiazolidine-2,4-dione), C(CCC)P(CCCC)CCCC (tributylphosphine). The solvent is C1(=CC=CC=C1)C (toluene). The product is CN1C(=NC=2C1=NC(=CC2C)C)COC2=CC=C(CC1C(N(C(S1)=O)C(C1=CC=CC=C1)(C1=CC=CC=C1)C1=CC=CC=C1)=O)C=C2 (5-{4-(3,5,7-Trimethyl-3H-imidazo[4,5-b]pyridin-2-ylmethoxy) benzyl}-3-triphenylmethylthiazolidine-2,4-dione). Isolated yield 71.3%. Reaction SMILES: [OH:1][CH2:2][C:3]1[N:4]([CH3:14])[C:5]2[C:10]([N:11]=1)=[C:9]([CH3:12])[CH:8]=[C:7]([CH3:13])[N:6]=2.O[C:16]1[CH:48]=[CH:47][C:19]([CH2:20][CH:21]2[S:25][C:24](=[O:26])[N:23]([C:27]([C:40]3[CH:45]=[CH:44][CH:43]=[CH:42][CH:41]=3)([C:34]3[CH:39]=[CH:38][CH:37]=[CH:36][CH:35]=3)[C:28]3[CH:33]=[CH:32][CH:31]=[CH:30][CH:29]=3)[C:22]2=[O:46])=[CH:18][CH:17]=1.C(P(CCCC)CCCC)CCC.N(C(N1CCCCC1)=O)=NC(N1CCCCC1)=O>C1(C)C=CC=CC=1>[CH3:14][N:4]1[C:5]2=[N:6][C:7]([CH3:13])=[CH:8][C:9]([CH3:12])=[C:10]2[N:11]=[C:3]1[CH2:2][O:1][C:16]1[CH:48]=[CH:47][C:19]([CH2:20][CH:21]2[S:25][C:24](=[O:26])[N:23]([C:27]([C:40]3[CH:45]=[CH:44][CH:43]=[CH:42][CH:41]=3)([C:34]3[CH:35]=[CH:36][CH:37]=[CH:38][CH:39]=3)[C:28]3[CH:33]=[CH:32][CH:31]=[CH:30][CH:29]=3)[C:22]2=[O:46])=[CH:18][CH:17]=1. Procedure: A procedure similar to that described in Preparation 4 was repeated, except that 1.47 g of 2-hydroxymethyl3,5,7-trimethylimidazo[5,4-b]pyridine (prepared as described in Preparation 86), 3.58 g of 5-(4-hydroxybenzyl)-3-triphenylmethylthiazolidine-2,4-dione, 1.87 g of tributylphosphine, 2.33 g of 1,1'-(azodicarbonyl)dipiperidine and 50 ml of toluene were used. After working up the product as described in Preparation 4, the resulting crude product was purified by column chromatography through sili... Reactants: COC(CNC(=O)C=1C2=C(C=NC1)N(N=C2)C2=CC=C(C=C2)F)=O ({[1-(4-fluorophenyl)-1H-pyrazolo[3,4-c]pyridine-4-carbonyl]-amino}-acetic acid methyl ester), O.NN (hydrazine hydrate), O (water). Run in CCO (EtOH). Conditions: temperature 60 celsius, time 18 hour. The product is N(N)C(=O)CNC(=O)C=1C2=C(C=NC1)N(N=C2)C2=CC=C(C=C2)F (1-(4-fluorophenyl)-1H-pyrazolo[3,4-c]pyridine-4-carboxylic acid hydrazinocarbonylmethyl-amide). RXN SMILES: CO[C:3](=[O:24])[CH2:4][NH:5][C:6]([C:8]1[C:9]2[CH:16]=[N:15][N:14]([C:17]3[CH:22]=[CH:21][C:20]([F:23])=[CH:19][CH:18]=3)[C:10]=2[CH:11]=[N:12][CH:13]=1)=[O:7].O.[NH2:26][NH2:27].O>CCO>[NH:26]([C:3]([CH2:4][NH:5][C:6]([C:8]1[C:9]2[CH:16]=[N:15][N:14]([C:17]3[CH:18]=[CH:19][C:20]([F:23])=[CH:21][CH:22]=3)[C:10]=2[CH:11]=[N:12][CH:13]=1)=[O:7])=[O:24])[NH2:27] |f:1.2|. Procedure details: To a solution of {[1-(4-fluorophenyl)-1H-pyrazolo[3,4-c]pyridine-4-carbonyl]-amino}-acetic acid methyl ester (0.50 g, 1.5 mmol) in EtOH (6 mL) was added hydrazine hydrate (2 mL) and the mixture was warmed at 60° C. After 18 hours, the mixture was cooled to room temperature and poured into water (100 mL). The solid was collected by filtration to afford 1-(4-fluorophenyl)-1H-pyrazolo[3,4-c]pyridine-4-carboxylic acid hydrazinocarbonylmethyl-amide (purity 90%). The reactants are CC(=O)O[BH-](OC(C)=O)OC(C)=O, CO, Cc1c(F)cc(C(=O)NC2CC2)cc1-c1ccc2c(=O)n(CC3CC3)cc(C=O)c2c1, ClCCl, OCCN1CCCNCC1, [Na+]. Product: Cc1c(F)cc(C(=O)NC2CC2)cc1-c1ccc2c(=O)n(CC3CC3)cc(CN3CCCN(CCO)CC3)c2c1. As a reaction SMILES: [C:42]([O:43][BH-:44]([O:45][C:46](=[O:47])[CH3:48])[O:49][C:50](=[O:51])[CH3:52])(=[O:53])[CH3:54].[CH3:56][OH:57].[CH:11]1([NH:14][C:15]([c:16]2[cH:17][c:18](-[c:24]3[cH:25][c:26]4[c:27]([CH:39]=[O:40])[cH:28][n:29]([CH2:35][CH:36]5[CH2:37][CH2:38]5)[c:30](=[O:34])[c:31]4[cH:32][cH:33]3)[c:19]([CH3:23])[c:20]([F:22])[cH:21]2)=[O:41])[CH2:12][CH2:13]1.[Cl:58][CH2:59][Cl:60].[N:1]1([CH2:8][CH2:9][OH:10])[CH2:2][CH2:3][NH:4][CH2:5][CH2:6][CH2:7]1.[Na+:55]>>[N:1]1([CH2:8][CH2:9][OH:10])[CH2:2][CH2:3][N:4]([CH2:39][c:27]2[c:26]3[cH:25][c:24](-[c:18]4[cH:17][c:16]([C:15]([NH:14][CH:11]5[CH2:12][CH2:13]5)=[O:41])[cH:21][c:20]([F:22])[c:19]4[CH3:23])[cH:33][cH:32][c:31]3[c:30](=[O:34])[n:29]([CH2:35][CH:36]3[CH2:37][CH2:38]3)[cH:28]2)[CH2:5][CH2:6][CH2:7]1. Reactants: C(C1=CC=CC=C1)N(CC1=CC=CC=C1)[C@@H](CC1=CC=CC=C1)C(C=C(CC1=CC=CC=C1)N)=O ((2S)-2-(N,N-dibenzylamino)-5-amino-1,6-diphenyl-4-hexene-3-one), ice water, ice water, N1=CC=CC=C1 (pyridine), ClC(=O)OCC (ethyl chloroformate), O (water). Solvent: C1(=CC=CC=C1)C (toluene). Run at temperature 70 celsius, time 12 hour. Product: C(C1=CC=CC=C1)N(CC1=CC=CC=C1)[C@@H](CC1=CC=CC=C1)C(C=C(CC1=CC=CC=C1)NC(=O)OCC)=O ((2S)-2-(N,N-dibenzylamino)-5-ethoxycarbonylamino-1,6-diphenyl-4-hexen-3-on). Yield: 28.5%. As a reaction SMILES: [CH2:1]([N:8]([C@H:16]([C:24](=[O:35])[CH:25]=[C:26]([NH2:34])[CH2:27][C:28]1[CH:33]=[CH:32][CH:31]=[CH:30][CH:29]=1)[CH2:17][C:18]1[CH:23]=[CH:22][CH:21]=[CH:20][CH:19]=1)[CH2:9][C:10]1[CH:15]=[CH:14][CH:13]=[CH:12][CH:11]=1)[C:2]1[CH:7]=[CH:6][CH:5]=[CH:4][CH:3]=1.N1C=CC=CC=1.Cl[C:43]([O:45][CH2:46][CH3:47])=[O:44].O>C1(C)C=CC=CC=1>[CH2:1]([N:8]([C@H:16]([C:24](=[O:35])[CH:25]=[C:26]([NH:34][C:43]([O:45][CH2:46][CH3:47])=[O:44])[CH2:27][C:28]1[CH:33]=[CH:32][CH:31]=[CH:30][CH:29]=1)[CH2:17][C:18]1[CH:19]=[CH:20][CH:21]=[CH:22][CH:23]=1)[CH2:9][C:10]1[CH:15]=[CH:14][CH:13]=[CH:12][CH:11]=1)[C:2]1[CH:7]=[CH:6][CH:5]=[CH:4][CH:3]=1. Procedure: A solution of 5 g of (2S)-2-(N,N-dibenzylamino)-5-amino-1,6-diphenyl-4-hexene-3-one in toluene (100 ml) was chilled with ice water. To the solution, 5 ml of pyridine and 5 ml of ethyl chloroformate were gradually added. The reaction mixture was stirred at 70° C. for 12 hours, and then chilled with ice water. 5 ml of water was added to the reaction mixture, and the mixture was held at the same temperature for 1 hour. The reaction mixture was then washed with 50 ml of water and 50 ml of a dilute s...